Dataset: the Open Reaction Database (ORD), a public repository of structured organic reaction records. Task: describe an organic reaction: reactants, conditions, products, and yield Reaction SMILES: [CH3:1][C:2]1[CH:10]=[CH:9][C:8]([N+:11]([O-])=O)=[CH:7][C:3]=1[CH2:4][O:5][CH3:6].O.[S-2].[Na+].[Na+].C(=O)(O)[O-].[Na+]>C(O)C.O>[CH3:6][O:5][CH2:4][C:3]1[CH:7]=[C:8]([CH:9]=[CH:10][C:2]=1[CH3:1])[NH2:11] |f:1.2.3.4,5.6|. The product is COCC=1C=C(N)C=CC1C (3-(methoxymethyl)-p-toluidine). The reactants are O.[S-2].[Na+].[Na+] (sodium sulfide monohydrate), C([O-])(O)=O.[Na+] (sodium bicarbonate), CC1=C(COC)C=C(C=C1)[N+](=O)[O-] (Methyl 2-methyl-5-nitrobenzyl ether). Procedure details: Methyl 2-methyl-5-nitrobenzyl ether (11.5 g) was dissolved in 125 ml of absolute ethanol. To this was added a solution of sodium sulfide monohydrate (48.3 g) and sodium bicarbonate (16.7 g) in 75 ml of water. The resulting mixture was refluxed until tlc indicated all the starting material was gone. The mixture was then concentrated in vacuo to an oily solid. Methylene chloride was added and the mixture filtered. The methylene chloride layer was separated and dried. After removal of the drying ag... Isolated yield 96.9%. Solvent: O (water), C(C)O (ethanol). Reactants: O=C([O-])O, CCOCC, Cl, N=C(N)SCC1=C(c2ccccc2F)CCCC1, O=C(O)C(F)(F)F, [Na+], O=S(=O)(O)C(F)(F)F. Product: NC1=NC2(c3ccccc3F)CCCCC2CS1. RXN SMILES: [C:28](=[O:29])([OH:30])[O-:31].[CH3:40][CH2:41][O:42][CH2:43][CH3:44].[ClH:1].[F:2][c:3]1[c:4]([C:9]2=[C:10]([CH2:15][S:16][C:17]([NH2:18])=[NH:19])[CH2:11][CH2:12][CH2:13][CH2:14]2)[cH:5][cH:6][cH:7][cH:8]1.[F:33][C:34]([F:35])([F:36])[C:37]([OH:38])=[O:39].[Na+:32].[OH:20][S:21]([C:22]([F:23])([F:24])[F:25])(=[O:26])=[O:27]>>[F:2][c:3]1[c:4]([C:9]23[CH:10]([CH2:11][CH2:12][CH2:13][CH2:14]2)[CH2:15][S:16][C:17]([NH2:18])=[N:19]3)[cH:5][cH:6][cH:7][cH:8]1. The reactants are ClC1=CC2=C(NC(=N2)CC(F)(F)F)C=C1Cl (5,6-dichloro-2-(2,2,2-trifluoro-ethyl)-1H-benzimidazole), C([O-])([O-])=O.[K+].[K+] (potassium carbonate), CS(=O)(=O)C1=CC=C(CBr)C=C1 (4-methylsulphonylbenzyl bromide). The solvent is CN(C)C=O (DMF). Conditions: time 8 hour. Product: ClC1=CC2=C(N(C(=N2)CC(F)(F)F)CC2=CC=C(C=C2)S(=O)(=O)C)C=C1Cl (5,6-Dichloro-1-(4-methanesulfonyl-benzyl)-2-(2,2,2-trifluoro-ethyl)-1H-benzoimidazole). As a reaction SMILES: [Cl:1][C:2]1[C:15]([Cl:16])=[CH:14][C:5]2[NH:6][C:7]([CH2:9][C:10]([F:13])([F:12])[F:11])=[N:8][C:4]=2[CH:3]=1.C(=O)([O-])[O-].[K+].[K+].[CH3:23][S:24]([C:27]1[CH:34]=[CH:33][C:30]([CH2:31]Br)=[CH:29][CH:28]=1)(=[O:26])=[O:25]>CN(C=O)C>[Cl:16][C:15]1[C:2]([Cl:1])=[CH:3][C:4]2[N:8]([CH2:31][C:30]3[CH:29]=[CH:28][C:27]([S:24]([CH3:23])(=[O:26])=[O:25])=[CH:34][CH:33]=3)[C:7]([CH2:9][C:10]([F:12])([F:13])[F:11])=[N:6][C:5]=2[CH:14]=1 |f:1.2.3|. Procedure: To 5,6-dichloro-2-(2,2,2-trifluoro-ethyl)-1H-benzimidazole (483 mg) in DMF (5 mL) was added potassium carbonate powder (744 mg) and 4-methylsulphonylbenzyl bromide (1.68 g). The resulting mixture was stirred at room temperature overnight. The reaction mixture was quenched with water, extracted with EtOAc, and dried over Na2SO4. The crude product was purified by silica gel chromatography (10%-40%-75% EtOAc/hexanes) to yield the title compound as an off-white solid. Starting materials: BrCCOC1=CC=C(C=C1)[N+](=O)[O-] (1-(2-Bromo-ethoxy)-4-nitro-benzene), N1CCNCC1 (piperazine), C(C)#N (Acetonitrile), C([O-])([O-])=O.[K+].[K+] (Potassium carbonate). Conditions: temperature 80 celsius. The product is CN1CCN(CC1)CCOC1=CC=C(C=C1)[N+](=O)[O-] (1-Methyl-4-[2-(4-nitro-phenoxy)-ethyl]-piperazine), solid. The yield is 73.0%. Reaction SMILES: Br[CH2:2][CH2:3][O:4][C:5]1[CH:10]=[CH:9][C:8]([N+:11]([O-:13])=[O:12])=[CH:7][CH:6]=1.[NH:14]1[CH2:19][CH2:18][NH:17][CH2:16][CH2:15]1.[C:20](#N)C.C(=O)([O-])[O-].[K+].[K+]>>[CH3:20][N:14]1[CH2:19][CH2:18][N:17]([CH2:2][CH2:3][O:4][C:5]2[CH:10]=[CH:9][C:8]([N+:11]([O-:13])=[O:12])=[CH:7][CH:6]=2)[CH2:16][CH2:15]1 |f:3.4.5|. Procedure: Into a 30 mL vial, 1-(2-Bromo-ethoxy)-4-nitro-benzene (5.00 g, 0.0203 mol), piperazine, 1-methyl-(4.51 mL, 0.0406 mol), Acetonitrile (15.0 mL, 0.287 mol) and Potassium carbonate (5.62 g, 0.0406 mol) were added. The reaction was heated at 80° C. for 4 hours. The reaction was partitioned with water and extracted with Et2O (3×100 mL). The Combined organic was washed with Brine, and dried over magnesium sulfate. The solid was filtered and washed with EtOAc. The solvent was removed under vacuum to af... Product: CC1(C)C(C=C(Cl)Cl)C1C(=O)OCc1cccc(OC(F)F)c1. As a reaction SMILES: [Br-:35].[CH3:13][C:14]1([CH3:24])[CH:15]([C:21](=[O:22])[OH:23])[CH:16]1[CH:17]=[C:18]([Cl:19])[Cl:20].[CH3:28][c:29]1[cH:30][cH:31][cH:32][cH:33][cH:34]1.[CH3:36][CH2:37][CH2:38][CH2:39][N+:40]([CH2:41][CH2:42][CH2:43][CH3:44])([CH2:45][CH2:46][CH2:47][CH3:48])[CH2:49][CH2:50][CH2:51][CH3:52].[F:1][CH:2]([O:3][c:4]1[cH:5][c:6]([CH2:7][Br:8])[cH:9][cH:10][cH:11]1)[F:12].[K+:26].[OH-:25].[OH2:27]>>[F:1][CH:2]([O:3][c:4]1[cH:5][c:6]([CH2:7][O:23][C:21]([CH:15]2[C:14]([CH3:13])([CH3:24])[CH:16]2[CH:17]=[C:18]([Cl:19])[Cl:20])=[O:22])[cH:9][cH:10][cH:11]1)[F:12]. Reactants: [Br-], CC1(C)C(C=C(Cl)Cl)C1C(=O)O, Cc1ccccc1, CCCC[N+](CCCC)(CCCC)CCCC, FC(F)Oc1cccc(CBr)c1, [K+], [OH-], O.